This data is from the Open Reaction Database (ORD), a public repository of structured organic reaction records. The task is: describe an organic reaction: reactants, conditions, products, and yield Starting materials: [Br-], C1CCOC1, CCOc1cc([Mg+])ccc1OC, COc1ccc(C=O)cc1[N+](=O)[O-], I, [Mg]. Yields the product CCOc1cc(C(O)c2ccc(OC)c([N+](=O)[O-])c2)ccc1OC. RXN SMILES: [Br-:3].[CH2:29]1[O:30][CH2:31][CH2:32][CH2:33]1.[CH2:4]([CH3:5])[O:6][c:7]1[cH:8][c:9]([Mg+:15])[cH:10][cH:11][c:12]1[O:13][CH3:14].[CH3:16][O:17][c:18]1[c:19]([N+:26](=[O:27])[O-:28])[cH:20][c:21]([CH:22]=[O:23])[cH:24][cH:25]1.[I:2].[Mg:1]>>[CH2:4]([CH3:5])[O:6][c:7]1[cH:8][c:9]([CH:22]([c:21]2[cH:20][c:19]([N+:26](=[O:27])[O-:28])[c:18]([O:17][CH3:16])[cH:25][cH:24]2)[OH:23])[cH:10][cH:11][c:12]1[O:13][CH3:14]. The reactants are COc1ccc2c(c1)CCC(OS(C)(=O)=O)C2, [N-]=[N+]=[N-], [Na+], CN(C)C=O. Product: COc1ccc2c(c1)CCC(N=[N+]=[N-])C2. As a reaction SMILES: [CH3:1][S:2]([O:3][CH:6]1[CH2:7][c:8]2[cH:9][cH:10][c:11]([O:16][CH3:17])[cH:12][c:13]2[CH2:14][CH2:15]1)(=[O:4])=[O:5].[N-:19]=[N+:20]=[N-:21].[Na+:18].[O:22]=[CH:23][N:24]([CH3:25])[CH3:26]>>[CH:6]1([N:19]=[N+:20]=[N-:21])[CH2:7][c:8]2[cH:9][cH:10][c:11]([O:16][CH3:17])[cH:12][c:13]2[CH2:14][CH2:15]1. Reactants: Cl.N[C@H](C(=O)N1CCSCC1)CC1=CC=CC=C1 ((S)-2-Amino-3-phenyl-1-thiomorpholin-4-yl-propan-1-one hydrochloride), ClC=1C=C2C=C(NC2=CC1)C(=O)O (5-chloro-1H-indole-2-carboxylic acid). Product: C(C1=CC=CC=C1)[C@@H](C(N1CCSCC1)=O)NC(=O)C=1NC2=CC=C(C=C2C1)Cl (5-Chloro-1H-indole-2-carboxylic acid ((1S)-benzyl-2-oxo-2-thiomorpholin-4-yl-ethyl)-amide). RXN SMILES: Cl.[NH2:2][C@@H:3]([CH2:12][C:13]1[CH:18]=[CH:17][CH:16]=[CH:15][CH:14]=1)[C:4]([N:6]1[CH2:11][CH2:10][S:9][CH2:8][CH2:7]1)=[O:5].[Cl:19][C:20]1[CH:21]=[C:22]2[C:26](=[CH:27][CH:28]=1)[NH:25][C:24]([C:29](O)=[O:30])=[CH:23]2>>[CH2:12]([C@H:3]([NH:2][C:29]([C:24]1[NH:25][C:26]2[C:22]([CH:23]=1)=[CH:21][C:20]([Cl:19])=[CH:28][CH:27]=2)=[O:30])[C:4](=[O:5])[N:6]1[CH2:11][CH2:10][S:9][CH2:8][CH2:7]1)[C:13]1[CH:18]=[CH:17][CH:16]=[CH:15][CH:14]=1 |f:0.1|. Procedure details: (S)-2-Amino-3-phenyl-1-thiomorpholin-4-yl-propan-1-one hydrochloride (2.6 mmol) and 5-chloro-1H-indole-2-carboxylic acid (2.6 mmol) were coupled according to Procedure A (0-25° C. reaction temperature, washed with acid first, then base). The crude product was then triturated with 1:1 ether-hexanes and dried. Yield 1.03 g, 94%; HPLC (60/40) 8.74 minutes (99%); PBMS 428/430 (MH+, 100%);